Dataset: the Open Reaction Database (ORD), a public repository of structured organic reaction records. Task: describe an organic reaction: reactants, conditions, products, and yield Starting materials: FC1=C(C=CC=C1)C1=CC=C(C=C1)CC(=O)O ((2'-fluoro-biphenyl-4-yl)-acetic acid), C(CCC)[Li] (n-butyllithium), IC (iodomethane), C(C)(C)NC(C)C (Diisopropylamine), Cl (hydrochloric acid). Run in O1CCCC1 (tetrahydrofuran), CN(C)P(N(C)C)N(C)C (hexamethylphosphorus triamide), CCCCCC (hexane), O1CCCC1 (tetrahydrofuran). Conditions: time 15 minute. Yields the product FC1=C(C=CC=C1)C1=CC=C(C=C1)C(C(=O)O)C (2-(2'-fluoro-biphenyl-4-yl)-propionic acid). Reaction SMILES: [CH:1](NC(C)C)(C)C.C([Li])CCC.[F:13][C:14]1[CH:19]=[CH:18][CH:17]=[CH:16][C:15]=1[C:20]1[CH:25]=[CH:24][C:23]([CH2:26][C:27]([OH:29])=[O:28])=[CH:22][CH:21]=1.IC.Cl>O1CCCC1.CN(P(N(C)C)N(C)C)C.CCCCCC>[F:13][C:14]1[CH:19]=[CH:18][CH:17]=[CH:16][C:15]=1[C:20]1[CH:25]=[CH:24][C:23]([CH:26]([CH3:1])[C:27]([OH:29])=[O:28])=[CH:22][CH:21]=1. Procedure details: Diisopropylamine (16.4 ml) was dissolved in tetrahydrofuran (100 ml) and then a hexane solution (30.3 ml, 1.66 M) of n-butyllithium was added under ice-cooling, after which the resulting mixture was stirred for 15 minutes. Subsequently, thereto was added under ice-cooling a solution obtained by dissolving the above carboxylic acid (13.44 g) in tetrahydrofuran (100 ml), and thereafter, hexamethylphosphorus triamide (40 ml) was added, after which the resulting mixture was stirred under ice-cooling... Reactants: COC(C=1C(C(=O)OC)=CC(=CC1)O)=O (4-hydroxyphthalic acid dimethyl ester), FC1=C(C=CC=C1)[N+](=O)[O-] (o-fluoronitro-benzene), C([O-])([O-])=O.[K+].[K+] (potassium carbonate). Solvent: CN(C)C=O (DMF). Reaction conditions: temperature 100 celsius. Yields the product COC(C=1C(C(=O)OC)=CC(=CC1)OC1=C(C=CC=C1)[N+](=O)[O-])=O (4-(2-nitrophenoxy)phthalic acid dimethyl ester). Reaction SMILES: [CH3:1][O:2][C:3](=[O:15])[C:4]1[C:5](=[CH:10][C:11]([OH:14])=[CH:12][CH:13]=1)[C:6]([O:8][CH3:9])=[O:7].F[C:17]1[CH:22]=[CH:21][CH:20]=[CH:19][C:18]=1[N+:23]([O-:25])=[O:24].C(=O)([O-])[O-].[K+].[K+]>CN(C=O)C>[CH3:1][O:2][C:3](=[O:15])[C:4]1[C:5](=[CH:10][C:11]([O:14][C:17]2[CH:22]=[CH:21][CH:20]=[CH:19][C:18]=2[N+:23]([O-:25])=[O:24])=[CH:12][CH:13]=1)[C:6]([O:8][CH3:9])=[O:7] |f:2.3.4|. Reported procedure: A mixture of 4-hydroxyphthalic acid dimethyl ester (1.23 g, 5.95 mmol), o-fluoronitro-benzene (0.81 ml, 7.64 mmol), and potassium carbonate (1.66 g, 12 mmol) in dry DMF (25 ml) was heated at 100° C. for 1 hour. The mixture was cooled to room temperature, filtered and the filtrate evaporated to dryness in vacuo to give 4-(2-nitrophenoxy)phthalic acid dimethyl ester as a yellow oil (yield: 1.97 g, (100%)). 1H—NMR (CDCl3) in ppm: δ 3.9 (6H, 2xs); 7.1-7.2 (2H,m); 7.2 (1H,d); 7.3-7.4 (1H,m); 7.6-7.7 ... The reactants are [C@@H]12N(C[C@@H](NC1)C2)C(=O)OC(C)(C)C (tert-Butyl (1S,4S)-2,5-diazabicyclo [2.2.1]heptane-2-carboxylate), BrC=1C=NC=C(C1)Br (3,5-dibromopyridine). The product is BrC=1C=C(C=NC1)N1[C@@H]2CN([C@H](C1)C2)C(=O)OC(C)(C)C (tert-butyl (1S,4S)-5-(5-bromo-3-pyridinyl)-2,5-diazabicyclo[2.2.1]heptane-2-carboxylate). Reaction SMILES: [C@H:1]12[CH2:7][C@H:4]([NH:5][CH2:6]1)[CH2:3][N:2]2[C:8]([O:10][C:11]([CH3:14])([CH3:13])[CH3:12])=[O:9].[Br:15][C:16]1[CH:17]=[N:18][CH:19]=[C:20](Br)[CH:21]=1>>[Br:15][C:16]1[CH:21]=[C:20]([N:5]2[CH2:6][C@@H:1]3[CH2:7][C@H:4]2[CH2:3][N:2]3[C:8]([O:10][C:11]([CH3:14])([CH3:13])[CH3:12])=[O:9])[CH:19]=[N:18][CH:17]=1. Procedure details: tert-Butyl (1S,4S)-2,5-diazabicyclo [2.2.1]heptane-2-carboxylate, prepared as described in (J. Med. Chem., (1988) 31, 1598-1611), and 3,5-dibromopyridine (purchased from Avocado Research Chemicals, Ltd.) were coupled according to the procedure described in Example 1A to provide the title compound. MS (DCI/NH3) m/z 354 (M+H)+. Yields the product N1(N=CC=C1)OC(=O)N1CCOCC1 (Morpholine-4-carboxylic acid pyrazol-1-yl ester). Starting materials: ON1N=CC=C1 (1-hydroxypyrazole), N1(CCOCC1)C(=O)Cl (4-morpholine carbonyl chloride). As a reaction SMILES: [OH:1][N:2]1[CH:6]=[CH:5][CH:4]=[N:3]1.[N:7]1([C:13](Cl)=[O:14])[CH2:12][CH2:11][O:10][CH2:9][CH2:8]1>>[N:2]1([O:1][C:13]([N:7]2[CH2:12][CH2:11][O:10][CH2:9][CH2:8]2)=[O:14])[CH:6]=[CH:5][CH:4]=[N:3]1. Procedure: The title compound was prepared from 1-hydroxypyrazole and 4-morpholine carbonyl chloride applying the general procedure 8. The crude product was purified by flash chromatography (Quad flash 12, EtOAc-heptane) (94%, crystals). Starting materials: CC=1C=CC(=NC1)C1=CC=C(C=C1)CCC(=O)OCC (ethyl 3-[4-(5-methylpyridin-2-yl)phenyl]propanoate), [H-].[Al+3].[Li+].[H-].[H-].[H-] (lithium aluminum hydride), S(=O)(=O)([O-])[O-].[Na+].[Na+] (sodium sulphate). Run in O1CCCC1 (tetrahydrofuran), O1CCCC1 (tetrahydrofuran). Conditions: temperature 30 celsius, time 2 hour. Yields the product CC=1C=CC(=NC1)C1=CC=C(C=C1)CCCO (3-[4-(5-methylpyridin-2-yl)phenyl]propan-1-ol). Reaction SMILES: [H-].[Al+3].[Li+].[H-].[H-].[H-].[CH3:7][C:8]1[CH:9]=[CH:10][C:11]([C:14]2[CH:19]=[CH:18][C:17]([CH2:20][CH2:21][C:22](OCC)=[O:23])=[CH:16][CH:15]=2)=[N:12][CH:13]=1.S([O-])([O-])(=O)=O.[Na+].[Na+]>O1CCCC1>[CH3:7][C:8]1[CH:9]=[CH:10][C:11]([C:14]2[CH:19]=[CH:18][C:17]([CH2:20][CH2:21][CH2:22][OH:23])=[CH:16][CH:15]=2)=[N:12][CH:13]=1 |f:0.1.2.3.4.5,7.8.9|. Reported procedure: To a suspension of lithium aluminum hydride (0.424 g) in tetrahydrofuran (20 mL), a solution of the compound obtained from step c above (2 g) in tetrahydrofuran (10 mL) was added at −20° C. The reaction mixture was stirred for 2 hours at 30° C. and a saturated solution of sodium sulphate was added at the same temperature. The reaction mixture was then filtered through a celite pad and the residue was washed with ethyl acetate. The organic layer was dried over anhydrous sodium sulphate, filtered,... Starting materials: OC1=C(CO)C=CC=C1 (2-Hydroxybenzyl alcohol), C1CC=CC2=CC=CC=C12 (1,2-dihydronaphthalene). The product is C1=CC=CC=2CC[C@H]3CC=4C=CC=CC4O[C@H]3C21 (cis-5,6,6a,12a-tetrahydro-7H-benzo(c)xanthene). Yield: 6.9%. As a reaction SMILES: O[C:2]1[CH:9]=[CH:8][CH:7]=[CH:6][C:3]=1[CH2:4][OH:5].[CH2:10]1[C:19]2[C:14](=[CH:15][CH:16]=[CH:17][CH:18]=2)[CH:13]=[CH:12][CH2:11]1>>[CH:6]1[C:3]2[C@H:4]3[C@H:16]([CH2:15][C:14]4[CH:13]=[CH:12][CH:11]=[CH:10][C:19]=4[O:5]3)[CH2:17][CH2:18][C:2]=2[CH:9]=[CH:8][CH:7]=1. Procedure details: 2-Hydroxybenzyl alcohol (5.0 g) and 1,2-dihydronaphthalene (5.2 g.) were heated together at 190° for 2 hr. the reaction mixture was chromatographed on neutral alumina, eluting with toluene/60°-80° petroleum ether 1:1to give a solid product which was recrystallised from ethanol to yield colourless crystals of cis-5,6,6a,12a-tetrahydro-7H-benzo(c)xanthene(0.65 g., m.pt. 71°-72°)identified and characterised by 1H- and 13C n.m.r. spectra. Starting materials: CCOC(OCC)P(C)(=O)OCC, [Li]CCCC, CCCCCC, CC(C)NC(C)C, [Cl-], O=[N+]([O-])C=Cc1ccccc1, [NH4+], C1CCOC1. Product: CCOC(OCC)P(=O)(CC(C[N+](=O)[O-])c1ccccc1)OCC. Reaction SMILES: [CH2:13]([CH3:14])[O:15][CH:16]([O:17][CH2:18][CH3:19])[P:20]([O:21][CH2:22][CH3:23])(=[O:24])[CH3:25].[CH2:8]([Li:9])[CH2:10][CH2:11][CH3:12].[CH3:44][CH2:45][CH2:46][CH2:47][CH2:48][CH3:49].[CH:1]([NH:2][CH:3]([CH3:4])[CH3:5])([CH3:6])[CH3:7].[Cl-:37].[N+:26](=[O:27])([O-:28])[CH:29]=[CH:30][c:31]1[cH:32][cH:33][cH:34][cH:35][cH:36]1.[NH4+:38].[O:39]1[CH2:40][CH2:41][CH2:42][CH2:43]1>>[CH2:13]([CH3:14])[O:15][CH:16]([O:17][CH2:18][CH3:19])[P:20]([O:21][CH2:22][CH3:23])(=[O:24])[CH2:25][CH:30]([CH2:29][N+:26](=[O:27])[O-:28])[c:31]1[cH:32][cH:33][cH:34][cH:35][cH:36]1.